Dataset: the Open Reaction Database (ORD), a public repository of structured organic reaction records. Task: describe an organic reaction: reactants, conditions, products, and yield Starting materials: CC(=O)O (HOAc), C(#N)C=1N=CC(=NC1NC1=CC(=NS1)C1=CC=CC=C1)N[C@@H](C(=O)N)CC ((R)-2-(5-cyano-6-(3-phenylisothiazol-5-ylamino)pyrazin-2-ylamino)butanamide), [OH-].[Na+] (NaOH), OO (H2O2). The solvent is CCO (EtOH), CS(=O)C (DMSO). Reaction conditions: time 20 minute. Product: NC([C@@H](CC)NC=1N=C(C(=NC1)C(=O)N)NC1=CC(=NS1)C1=CC=CC=C1)=O ((R)-5-(1-amino-1-oxobutan-2-ylamino)-3-(3-phenylisothiazol-5-ylamino)pyrazine-2-carboxamide). RXN SMILES: [C:1]([C:3]1[N:4]=[CH:5][C:6]([NH:21][C@H:22]([CH2:26][CH3:27])[C:23]([NH2:25])=[O:24])=[N:7][C:8]=1[NH:9][C:10]1[S:14][N:13]=[C:12]([C:15]2[CH:20]=[CH:19][CH:18]=[CH:17][CH:16]=2)[CH:11]=1)#[N:2].[OH-].[Na+].OO.CC(O)=[O:34]>CCO.CS(C)=O>[NH2:25][C:23](=[O:24])[C@H:22]([NH:21][C:6]1[N:7]=[C:8]([NH:9][C:10]2[S:14][N:13]=[C:12]([C:15]3[CH:20]=[CH:19][CH:18]=[CH:17][CH:16]=3)[CH:11]=2)[C:3]([C:1]([NH2:2])=[O:34])=[N:4][CH:5]=1)[CH2:26][CH3:27] |f:1.2|. Reported procedure: The compound (R)-2-(5-cyano-6-(3-phenylisothiazol-5-ylamino)pyrazin-2-ylamino)butanamide (8 mg, 0.021 mmol) was dissolved in EtOH (1 mL) and DMSO (0.5 mL), aq. 1N NaOH (0.5 mL) and aq. H2O2 (30%, 0.5 mL) were added. The mixture was stirred at room temperature for 20 min. HOAc (0.1 mL) was added. The mixture was then concentrated in vacuo. The residue was purified by HPLC to give the titled compound (5 mg). MS found for C18H19N7O2S as (M+H)+ MS 398.2. UV: λ=UV 201.1, 267.7, 321.9 nm.